Task: describe an organic reaction: reactants, conditions, products, and yield. Dataset: the Open Reaction Database (ORD), a public repository of structured organic reaction records Reactants: diazo, N-2(cyanomethoxycarbonylethyl)-aniline, S(N)(O)(=O)=O (sulphamic acid), ClC1=C(C(=CC(=C1)[N+](=O)[O-])Cl)N=NC1=CC=C(N(CCC(=O)OCC#N)CC)C=C1 (4-(2,6-dichloro-4-nitrophenylazo)-N-ethyl-N-(2-cyanomethoxycarbonylethyl)aniline), N(=O)OS(O)(=O)=O (Nitrosyl sulphuric acid), ClC1=C(N)C(=CC(=C1)[N+](=O)[O-])Cl (2,6-dichloro-4-nitroaniline), C(CC)(=O)O (propionic acid). The solvent is CC(=O)C (acetone), O (water), CO (methanol), C(C)(=O)O (acetic acid). Conditions: time 30 minute. Product: ClC1=C(C(=CC(=C1)[N+](=O)[O-])Cl)N=NC1=CC=C(N(CC(OCC#N)=C=O)CC)C=C1 (4-(2,6-dichloro-4-nitrophenylazo)-N-ethyl-N-(2-cyanomethoxy-carbonylethyl) aniline). RXN SMILES: Cl[C:2]1C=C([N+]([O-])=O)C=C(Cl)[C:3]=1[NH2:4].C(O)(=[O:16])CC.N(OS(=O)(=O)O)=O.S(=O)(=O)(O)N.[Cl:30][C:31]1[CH:36]=[C:35]([N+:37]([O-:39])=[O:38])[CH:34]=[C:33]([Cl:40])[C:32]=1[N:41]=[N:42][C:43]1[CH:59]=[CH:58][C:46]([N:47]([CH2:56][CH3:57])[CH2:48][CH2:49][C:50](OCC#N)=[O:51])=[CH:45][CH:44]=1>CC(C)=O.O.CO.C(O)(=O)C>[Cl:30][C:31]1[CH:36]=[C:35]([N+:37]([O-:39])=[O:38])[CH:34]=[C:33]([Cl:40])[C:32]=1[N:41]=[N:42][C:43]1[CH:44]=[CH:45][C:46]([N:47]([CH2:56][CH3:57])[CH2:48][C:49](=[C:50]=[O:51])[O:16][CH2:2][C:3]#[N:4])=[CH:58][CH:59]=1. Procedure details: 2,6-dichloro-4-nitroaniline (6.2 parts) was set stirring at 5° C. with a mixture of acetic acid and propionic acid, 86:14 (40 parts). Nitrosyl sulphuric acid 40% (11.4 parts) was added below 5° C. and the mixture was stirred for 30 minutes. The diazo solution was added gradually to a stirred coupling mixture of N-ethyl, N-2(cyanomethoxycarbonylethyl)-aniline (8.3 parts), methanol (50 parts), water (300 parts) and sulphamic acid (1 part). After one hour the product was isolated by filtration, was...